From a dataset of the Open Reaction Database (ORD), a public repository of structured organic reaction records. describe an organic reaction: reactants, conditions, products, and yield Starting materials: C(CCC)[Li] (butyllithium), C(C)C(CC1C2=CC=CC=C2C=2C=CC=CC12)CCCC (9-(2-ethylhexyl)-fluorene), C(CCC)[Li] (butyllithium), C1=CC=CC=2C3=CC=CC=C3CC12 (fluorene), C(C)C(CBr)CCCC (2-ethylhexyl bromide), ClCCOCCOCCOC (1-(2-chloroethoxy)-2-(2-methoxyethoxy)-ethane). Run in CCCCCC (hexane), CCCCCC (hexane), O (water), O1CCCC1 (tetrahydrofuran). Run at temperature -7.5 celsius, time 1 hour. Yields the product C(C)C(CC1(C2=CC=CC=C2C=2C=CC=CC12)CCOCCOCCOC)CCCC (9-(2-ethylhexyl)-9-(3,6,9-trioxadecyl)-fluorene). Reaction SMILES: C([Li])CCC.C1C2CC3C(=CC=CC=3)C=2C=CC=1.C(C(CCCC)CBr)C.[CH2:28]([CH:30]([CH2:45][CH2:46][CH2:47][CH3:48])[CH2:31][CH:32]1[C:44]2[CH:43]=[CH:42][CH:41]=[CH:40][C:39]=2[C:38]2[C:33]1=[CH:34][CH:35]=[CH:36][CH:37]=2)[CH3:29].Cl[CH2:50][CH2:51][O:52][CH2:53][CH2:54][O:55][CH2:56][CH2:57][O:58][CH3:59]>CCCCCC.O1CCCC1.O>[CH2:28]([CH:30]([CH2:45][CH2:46][CH2:47][CH3:48])[CH2:31][C:32]1([CH2:50][CH2:51][O:52][CH2:53][CH2:54][O:55][CH2:56][CH2:57][O:58][CH3:59])[C:33]2[CH:34]=[CH:35][CH:36]=[CH:37][C:38]=2[C:39]2[C:44]1=[CH:43][CH:42]=[CH:41][CH:40]=2)[CH3:29]. Reported procedure: 7.69 g of butyllithium dissolved in 48 ml of hexane was slowly added during 5 minutes into 20.0 g of fluorene dissolved in 150 ml of anhydrous tetrahydrofuran at -50° C. under nitrogen protection. The mixture was stirred at -30 to 15° C. for 1 hour before it was cooled again to -40 to -50° C. Then, 23.17 g of 2-ethylhexyl bromide was added in 5 minutes. The mixture was subsequently stirred for 2 hours while the temperature was gradually increased to 22° C. The main product in the solution was 9-... Starting materials: C(C)(C)(C)OC(NCC1=C(C(=CC(=C1)Br)Cl)F)=O ((5-bromo-3-chloro-2-fluoro-benzyl)-carbamic acid tert-butyl ester), C1(=CC=CC=C1)P(C1=CC=CC=2C(C3=CC=CC(=C3OC12)P(C1=CC=CC=C1)C1=CC=CC=C1)(C)C)C1=CC=CC=C1 (4,5-bis(diphenylphosphino)-9,9-dimethylxanthene), CON1CCCCC1 (1-methoxypiperidine), C([O-])([O-])=O.[Cs+].[Cs+] (caesium carbonate). Reagents/catalysts: C(C)(=O)[O-].[Pd+2].C(C)(=O)[O-] (palladium (II) acetate). Yields the product C(C)(C)(C)OC(NCC1=C(C(=CC(=C1)N1CCC(CC1)OC)Cl)F)=O ([3-Chloro-2-fluoro-5-(4-methoxy-piperidin-1-yl)-benzyl]-carbamic acid tert-butyl ester). As a reaction SMILES: [C:1]([O:5][C:6](=[O:18])[NH:7][CH2:8][C:9]1[CH:14]=[C:13](Br)[CH:12]=[C:11]([Cl:16])[C:10]=1[F:17])([CH3:4])([CH3:3])[CH3:2].CO[N:21]1[CH2:26][CH2:25][CH2:24][CH2:23][CH2:22]1.[C:27](=O)([O-])[O-:28].[Cs+].[Cs+].C1(P(C2C=CC=CC=2)C2C3OC4C(=CC=CC=4P(C4C=CC=CC=4)C4C=CC=CC=4)C(C)(C)C=3C=CC=2)C=CC=CC=1>C([O-])(=O)C.[Pd+2].C([O-])(=O)C>[C:1]([O:5][C:6](=[O:18])[NH:7][CH2:8][C:9]1[CH:14]=[C:13]([N:21]2[CH2:22][CH2:23][CH:24]([O:28][CH3:27])[CH2:25][CH2:26]2)[CH:12]=[C:11]([Cl:16])[C:10]=1[F:17])([CH3:4])([CH3:3])[CH3:2] |f:2.3.4,6.7.8|. Procedure: was prepared according to Scheme C1 (step A) from (5-bromo-3-chloro-2-fluoro-benzyl)-carbamic acid tert-butyl ester (250 mg, 0.74 mmol), 1-methoxypiperidine (102 mg, 0.89 mmol), caesium carbonate (337 mg, 1.0 mmol), palladium (II) acetate (8.3 mg, 0.04 mmol) and 4,5-bis(diphenylphosphino)-9,9-dimethylxanthene (30 mg, 0.05 mmol). MS (LC-MS): 373.0 [M]+; tR (HPLC conditions c): 4.68 min. Reaction SMILES: [Cl:1][C:2]1[CH:7]=[CH:6][C:5]([C:8]2[CH:9]=[C:10]([NH2:20])[CH:11]=[N:12][C:13]=2[O:14][CH2:15][C:16]([F:19])([F:18])[F:17])=[CH:4][CH:3]=1.[CH3:21][N:22]1[CH:26]=[CH:25][C:24]([C:27](O)=[O:28])=[N:23]1>>[Cl:1][C:2]1[CH:3]=[CH:4][C:5]([C:8]2[CH:9]=[C:10]([NH:20][C:27]([C:24]3[CH:25]=[CH:26][N:22]([CH3:21])[N:23]=3)=[O:28])[CH:11]=[N:12][C:13]=2[O:14][CH2:15][C:16]([F:17])([F:18])[F:19])=[CH:6][CH:7]=1. Yields the product ClC1=CC=C(C=C1)C=1C=C(C=NC1OCC(F)(F)F)NC(=O)C1=NN(C=C1)C (1-methyl-1H-pyrazole-3-carboxylic acid[5-(4-chloro-phenyl)-6-(2,2,2-trifluoro-ethoxy)-pyridin-3-yl]-amide). Procedure details: The title compound was synthesized in analogy to Example 1, using 5-(4-chloro-phenyl)-6-(2,2, 2-trifluoro-ethoxy)-pyridin-3-ylamine and 1-methyl-1H-Pyrazole-3-carboxylic acid as starting materials, MS (LC/MS): 411.0 (M+H). Reactants: ClC1=CC=C(C=C1)C=1C=C(C=NC1OCC(F)(F)F)N (5-(4-chloro-phenyl)-6-(2,2, 2-trifluoro-ethoxy)-pyridin-3-ylamine), CN1N=C(C=C1)C(=O)O (1-methyl-1H-Pyrazole-3-carboxylic acid). Reactants: FF (fluorine), ClC=1C(=NC=C(C1)C(F)(F)F)S(=O)(=O)O (3-chloro-5-(trifluoromethyl)pyridine-2-sulfonic acid), FF (fluorine). Solvent: C(C)#N (acetonitrile). Yields the product F[N+]1=C(C(=CC(=C1)C(F)(F)F)Cl)S(=O)(=O)[O-] (N-fluoro-3-chloro-5-(trifluoromethyl)pyridinium-2-sulfonate). As a reaction SMILES: [Cl:1][C:2]1[C:3]([S:12]([OH:15])(=[O:14])=[O:13])=[N:4][CH:5]=[C:6]([C:8]([F:11])([F:10])[F:9])[CH:7]=1.[F:16]F>C(#N)C>[F:16][N+:4]1[CH:5]=[C:6]([C:8]([F:9])([F:11])[F:10])[CH:7]=[C:2]([Cl:1])[C:3]=1[S:12]([O-:15])(=[O:14])=[O:13]. Procedure: To a mixture of 3-chloro-5-(trifluoromethyl)pyridine-2-sulfonic acid (262 mg, 1 mmol) and acetonitrile (60 ml) in a flask on a cooling bath kept at -10° C., a mixed gas of 10% fluorine/90% nitrogen was introduced at a flow rate of 15 ml/min. The total amount of the fluorine gas was 3.6 mmol. Thereafter, the nitrogen gas alone was introduced for 30 minutes. After the reaction mixture was concentrated, ethyl acetate was added to the residue. The precipitated crystal was recovered by filtration to ... The reactants are NC=1C=C2C(=CNC2=CC1)C1CCN(CC1)C (5-amino-3-(1-methylpiperidin-4-yl)-1H-indole), BrC1=CC=C(O1)C(=O)O (5-bromo-2-furoic acid). Product: BrC1=CC=C(O1)C(=O)NC=1C=C2C(=CNC2=CC1)C1CCN(CC1)C (5-(5-bromo-2-furoyl)amino-3-(1-methylpiperidin-4-yl)-1H-indole). The yield is 47.5%. Reaction SMILES: [NH2:1][C:2]1[CH:3]=[C:4]2[C:8](=[CH:9][CH:10]=1)[NH:7][CH:6]=[C:5]2[CH:11]1[CH2:16][CH2:15][N:14]([CH3:17])[CH2:13][CH2:12]1.[Br:18][C:19]1[O:23][C:22]([C:24](O)=[O:25])=[CH:21][CH:20]=1>>[Br:18][C:19]1[O:23][C:22]([C:24]([NH:1][C:2]2[CH:3]=[C:4]3[C:8](=[CH:9][CH:10]=2)[NH:7][CH:6]=[C:5]3[CH:11]2[CH2:16][CH2:15][N:14]([CH3:17])[CH2:13][CH2:12]2)=[O:25])=[CH:21][CH:20]=1. Procedure: Beginning with 10.0 mg (0.044 mMol) 5-amino-3-(1-methylpiperidin-4-yl)-1H-indole and 25.0 mg (0.131 mMol) 5-bromo-2-furoic acid, 8.4 mg (48%) of the title compound were recovered. Starting materials: O=C(n1ccnc1)n1ccnc1, Cn1cc(C(=O)O)ccc1=O, COC(=O)Cc1cc(OC)ccc1Cl, CN(C)C=O, [Cl-], [H-], [NH4+], [Na+], O. Product: COc1ccc(Cl)c(CC(=O)c2ccc(=O)n(C)c2)c1. RXN SMILES: [C:12]([n:13]1[cH:14][cH:15][n:16][cH:17]1)([n:18]1[cH:19][cH:20][n:21][cH:22]1)=[O:23].[CH3:1][n:2]1[cH:3][c:4]([C:9](=[O:10])[OH:11])[cH:5][cH:6][c:7]1=[O:8].[CH3:24][O:25][C:26]([CH2:27][c:28]1[c:29]([Cl:36])[cH:30][cH:31][c:32]([O:34][CH3:35])[cH:33]1)=[O:37].[CH3:42][N:43]([CH3:44])[CH:45]=[O:46].[Cl-:40].[H-:38].[NH4+:41].[Na+:39].[OH2:47]>>[CH3:1][n:2]1[cH:3][c:4]([C:9](=[O:11])[CH2:27][c:28]2[c:29]([Cl:36])[cH:30][cH:31][c:32]([O:34][CH3:35])[cH:33]2)[cH:5][cH:6][c:7]1=[O:8].